This data is from the Open Reaction Database (ORD), a public repository of structured organic reaction records. The task is: describe an organic reaction: reactants, conditions, products, and yield The reactants are N#Cc1ccc(C(=O)O)o1, C1CCOC1, CC1CCN(c2cc(N3CCOCC3)ccc2[N+](=O)[O-])CC1, CCN(C(C)C)C(C)C, O=C(Cl)C(=O)Cl, ClCCl, Nc1ccccc1, O=C1CCC(=O)N1O. The product is CC1CCN(c2cc(N3CCOCC3)ccc2NC(=O)c2ccc(C#N)o2)CC1. Reaction SMILES: [C:30](#[N:31])[c:32]1[cH:33][cH:34][c:35]([C:37](=[O:38])[OH:39])[o:36]1.[CH2:63]1[O:64][CH2:65][CH2:66][CH2:67]1.[CH3:1][CH:2]1[CH2:3][CH2:4][N:5]([c:8]2[cH:9][c:10]([N:17]3[CH2:18][CH2:19][O:20][CH2:21][CH2:22]3)[cH:11][cH:12][c:13]2[N+:14]([O-:15])=[O:16])[CH2:6][CH2:7]1.[CH:54]([N:55]([CH2:56][CH3:57])[CH:58]([CH3:59])[CH3:60])([CH3:61])[CH3:62].[Cl:40][C:41]([C:42]([Cl:43])=[O:44])=[O:45].[Cl:68][CH2:69][Cl:70].[NH2:23][c:24]1[cH:25][cH:26][cH:27][cH:28][cH:29]1.[OH:46][N:47]1[C:48](=[O:49])[CH2:50][CH2:51][C:52]1=[O:53]>>[CH3:1][CH:2]1[CH2:3][CH2:4][N:5]([c:8]2[cH:9][c:10]([N:17]3[CH2:18][CH2:19][O:20][CH2:21][CH2:22]3)[cH:11][cH:12][c:13]2[NH:14][C:37]([c:35]2[cH:34][cH:33][c:32]([C:30]#[N:31])[o:36]2)=[O:38])[CH2:6][CH2:7]1.